From a dataset of the Open Reaction Database (ORD), a public repository of structured organic reaction records. describe an organic reaction: reactants, conditions, products, and yield Reactants: COC1=CC=C(CCC2=NC=C(C(=O)OC)C=C2)C=C1 (methyl 6-p-methoxyphenethylnicotinate), ester, CN1CCN(CC1)CCO (2-(N-methyl-N'-piperazinyl)ethan-1-ol), [Na] (sodium). Run at time 6 hour. Yields the product dimaleate, COC1=CC=C(CCC2=NC=C(C(=O)O)C=C2)C=C1.CN1CCN(CC1)CC (N-methyl-N'-ethylpiperazine 6-p-methoxyphenethylnicotinate). As a reaction SMILES: [CH3:1][N:2]1[CH2:7][CH2:6][N:5]([CH2:8][CH2:9]O)[CH2:4][CH2:3]1.[Na].[CH3:12][O:13][C:14]1[CH:31]=[CH:30][C:17]([CH2:18][CH2:19][C:20]2[CH:29]=[CH:28][C:23]([C:24]([O:26]C)=[O:25])=[CH:22][N:21]=2)=[CH:16][CH:15]=1>>[CH3:12][O:13][C:14]1[CH:15]=[CH:16][C:17]([CH2:18][CH2:19][C:20]2[CH:29]=[CH:28][C:23]([C:24]([OH:26])=[O:25])=[CH:22][N:21]=2)=[CH:30][CH:31]=1.[CH3:1][N:2]1[CH2:7][CH2:6][N:5]([CH2:8][CH3:9])[CH2:4][CH2:3]1 |f:3.4,^1:10|. Procedure details: The apparatus and procedures of Example 3 were used, employing 2-(N-methyl-N'-piperazinyl)ethan-1-ol (21.35 g.), sodium (0.1 g.), methyl 6-p-methoxyphenethylnicotinate (13.56 g.), and a temperature of 170° C. for 6 hours. The crude ester was treated to give the dimaleate of N-methyl-N'-ethylpiperazine 6-p-methoxyphenethylnicotinate, m.p. 200° C. Reactants: Cc1ccc(N)cc1, CC(C)(C)[O-], Cc1ccccc1, FC(F)(F)c1cccnc1N1CCN(c2nc(Cl)cc(N3CCCCC3)n2)CC1, [Na+]. The product is Cc1ccc(Nc2cc(N3CCCCC3)nc(N3CCN(c4ncccc4C(F)(F)F)CC3)n2)cc1. RXN SMILES: [CH3:30][c:31]1[cH:32][cH:33][c:34]([NH2:35])[cH:36][cH:37]1.[CH3:38][C:39]([CH3:40])([O-:41])[CH3:42].[CH3:44][c:45]1[cH:46][cH:47][cH:48][cH:49][cH:50]1.[Cl:1][c:2]1[n:3][c:4]([N:14]2[CH2:15][CH2:16][N:17]([c:20]3[n:21][cH:22][cH:23][cH:24][c:25]3[C:26]([F:27])([F:28])[F:29])[CH2:18][CH2:19]2)[n:5][c:6]([N:8]2[CH2:9][CH2:10][CH2:11][CH2:12][CH2:13]2)[cH:7]1.[Na+:43]>>[c:2]1([NH:35][c:34]2[cH:33][cH:32][c:31]([CH3:30])[cH:37][cH:36]2)[n:3][c:4]([N:14]2[CH2:15][CH2:16][N:17]([c:20]3[n:21][cH:22][cH:23][cH:24][c:25]3[C:26]([F:27])([F:28])[F:29])[CH2:18][CH2:19]2)[n:5][c:6]([N:8]2[CH2:9][CH2:10][CH2:11][CH2:12][CH2:13]2)[cH:7]1. Reactants: S(=O)(=O)(OC)OC (Dimethyl sulfate), Cl.OC1=CC=CN2C1=NC(=C(C2=O)CCO)C (9-hydroxy-3-(2-hydroxy-ethyl)-2-methyl-4H-pyrido[1,2-a]pyrimidin-4-one monohydrochloride), [OH-].[Na+] (sodium hydroxide). Run in O (water), ice water. Run at time 15 minute. Yields the product OCCC1=C(N=C2N(C1=O)C=CC=C2OC)C (3-(2-hydroxyethyl)-9-methoxy-2-methyl-4H-pyrido[1,2-a]pyrimidin-4-one). The yield is 49.8%. Reaction SMILES: S([O:6][CH3:7])(OC)(=O)=O.Cl.O[C:10]1[C:15]2=[N:16][C:17]([CH3:24])=[C:18]([CH2:21][CH2:22][OH:23])[C:19](=[O:20])[N:14]2[CH:13]=[CH:12][CH:11]=1.[OH-].[Na+]>O>[OH:23][CH2:22][CH2:21][C:18]1[C:19](=[O:20])[N:14]2[CH:13]=[CH:12][CH:11]=[C:10]([O:6][CH3:7])[C:15]2=[N:16][C:17]=1[CH3:24] |f:1.2,3.4|. Procedure: Dimethyl sulfate (2.52 g) was added dropwise to a mixture of intermediate 9 (4.4 g) and sodium hydroxide (0.8 g) in water (10 ml), while cooling in ice water. The reaction mixture was stirred for 15 minutes at RT, then it was heated for 1 hour using a warm water bath. The reaction mixture was cooled and extracted with CH2Cl2. The precipitate in the separated aqueous layer was filtered off and purified by column chromatography over silica gel (eluent: CH2Cl2 /CH3OH 97/3). The pure fractions were ... RXN SMILES: [CH3:10][C:11](=[O:12])[CH3:13].[CH3:1][CH:2]([OH:3])[c:4]1[cH:5][cH:6][cH:7][cH:8][cH:9]1>>[CH3:1][C:2](=[O:3])[c:4]1[cH:5][cH:6][cH:7][cH:8][cH:9]1. Starting materials: CC(C)=O, CC(O)c1ccccc1. The product is CC(=O)c1ccccc1. Reactants: CO, [O-]Cl, Cl, [I-], [Na+], [Na+], [Na+], [Na+], [Na+], [OH-], O=C(O)c1cc2ccccc2cc1O, O=S([O-])([O-])=S. The product is O=C(O)c1cc2ccccc2c(I)c1O. Reaction SMILES: [CH3:30][OH:31].[Cl:19][O-:20].[ClH:29].[I-:4].[Na+:21].[Na+:27].[Na+:28].[Na+:2].[Na+:3].[OH-:1].[OH:5][c:6]1[c:7]([C:16](=[O:17])[OH:18])[cH:8][c:9]2[cH:10][cH:11][cH:12][cH:13][c:14]2[cH:15]1.[S:22]([O-:23])([O-:24])(=[O:25])=[S:26]>>[I:4][c:15]1[c:6]([OH:5])[c:7]([C:16](=[O:17])[OH:18])[cH:8][c:9]2[cH:10][cH:11][cH:12][cH:13][c:14]21. Reactants: COc1ccc(Br)cc1O, O=C([O-])[O-], CN(C)C=O, BrC1CCCC1, [K+], [K+]. Yields the product COc1ccc(Br)cc1OC1CCCC1. Reaction SMILES: [Br:1][c:2]1[cH:3][cH:4][c:5]([O:9][CH3:10])[c:6]([OH:8])[cH:7]1.[C:11](=[O:12])([O-:13])[O-:14].[CH3:23][N:24]([CH3:25])[CH:26]=[O:27].[CH:17]1([Br:22])[CH2:18][CH2:19][CH2:20][CH2:21]1.[K+:15].[K+:16]>>[Br:1][c:2]1[cH:3][cH:4][c:5]([O:9][CH3:10])[c:6]([O:8][CH:17]2[CH2:18][CH2:19][CH2:20][CH2:21]2)[cH:7]1.